From a dataset of the Open Reaction Database (ORD), a public repository of structured organic reaction records. describe an organic reaction: reactants, conditions, products, and yield Starting materials: CNC(=O)C1OC1c1ccc(C)cc1, Cc1ccc(N)c(S)c1. The product is CNC(=O)C(O)C(Sc1cc(C)ccc1N)c1ccc(C)cc1. As a reaction SMILES: [CH3:1][c:2]1[cH:3][cH:4][c:5]([CH:8]2[CH:9]([C:10](=[O:11])[NH:12][CH3:13])[O:14]2)[cH:6][cH:7]1.[NH2:15][c:16]1[c:17]([SH:23])[cH:18][c:19]([CH3:22])[cH:20][cH:21]1>>[CH3:1][c:2]1[cH:3][cH:4][c:5]([CH:8]([CH:9]([C:10](=[O:11])[NH:12][CH3:13])[OH:14])[S:23][c:17]2[c:16]([NH2:15])[cH:21][cH:20][c:19]([CH3:22])[cH:18]2)[cH:6][cH:7]1. The reactants are BrC=1C=CC(=NC1)NCC(=O)OC (5-bromo-2-(methoxycarbonylmethyl)aminopyridine), ClC=1C=CC=C2C(=CNC12)C=O (7-chloro-1H-indole-3-carboxaldehyde), CN1C(=C(C2=CC=CC=C12)C)C=O (1,3-dimethyl-1H-indole-2-carboxaldehyde). The product is ClC=1C=CC=C2C(=CNC12)CNC (7-Chloro-3-(methylaminomethyl)-1H-indole). Yield: 92.0%. Reaction SMILES: BrC1C=C[C:5](NCC(OC)=O)=[N:6]C=1.[Cl:14][C:15]1[CH:16]=[CH:17][CH:18]=[C:19]2[C:23]=1[NH:22][CH:21]=[C:20]2[CH:24]=O.CN1C2C(=CC=CC=2)C(C)=C1C=O>>[Cl:14][C:15]1[CH:16]=[CH:17][CH:18]=[C:19]2[C:23]=1[NH:22][CH:21]=[C:20]2[CH2:24][NH:6][CH3:5]. Reported procedure: According to the procedure of Preparation 13 (c), except substituting 7-chloro-1H-indole-3-carboxaldehyde for the 1,3-dimethyl-1H-indole-2-carboxaldehyde, the title compound (440 mg, 92%) was obtained as an off white solid: MS (ES) m/e 195.2 (M+H)+. The reactants are C(C1=CC=CC=C1)(=O)O[C@@H]1C[C@@H]2CCC3=C4C(C[C@H]([C@@H](CCCC(C)C)C)[C@]4(CC[C@@H]3[C@]2(CC1)C)C)=O ((3β,5α)-3-(benzoyloxy)cholest-8(14)-en-15-one), C([O-])([O-])=O.[K+].[K+] (potassium carbonate). Run in CO (methanol). Product: desired product, O[C@@H]1C[C@@H]2CCC3=C4C(C[C@H]([C@@H](CCCC(C)C)C)[C@]4(CC[C@@H]3[C@]2(CC1)C)C)=O ((3β,5α)-3-hydroxycholest-8(14)en-15-one). Reaction SMILES: C([O:9][C@H:10]1[CH2:34][CH2:33][C@@:32]2([CH3:35])[C@@H:12]([CH2:13][CH2:14][C:15]3[C@@H:31]2[CH2:30][CH2:29][C@@:28]2([CH3:36])[C:16]=3[C:17](=[O:37])[CH2:18][C@@H:19]2[C@H:20]([CH3:27])[CH2:21][CH2:22][CH2:23][CH:24]([CH3:26])[CH3:25])[CH2:11]1)(=O)C1C=CC=CC=1.C(=O)([O-])[O-].[K+].[K+]>CO>[OH:9][C@H:10]1[CH2:34][CH2:33][C@@:32]2([CH3:35])[C@@H:12]([CH2:13][CH2:14][C:15]3[C@@H:31]2[CH2:30][CH2:29][C@@:28]2([CH3:36])[C:16]=3[C:17](=[O:37])[CH2:18][C@@H:19]2[C@H:20]([CH3:27])[CH2:21][CH2:22][CH2:23][CH:24]([CH3:26])[CH3:25])[CH2:11]1 |f:1.2.3|. Reported procedure: Then a stirred mixture of the precursor (6) in a protic solvent, preferably methanol, is treated with potassium carbonate and heated at reflux for 3 hours to give the desired product (3β,5α)-3-hydroxycholest-8(14)en-15-one (7). This conversion was based upon the procedures of E. J. Parish and G. J. Schroepfer and J. Org. Chem., 45, 4034-4037 (1980) and R. E. Dolle and L. Kruse, J. Org. Chem., 51, 4047-4053 (1986). Alternatively, the precursor (6) is treated with perchloric acid in n-propanol or ... Starting materials: FC1=C(C=C(C=C1F)F)B(O)O (2,3,5-trifluorophenylboronic acid), BrC=1C=CC(N(C1C)CC(F)(F)F)=O (5-bromo-6-methyl-1-(2,2,2-trifluoroethyl)pyridin-2(1H)-one), [F-].[Cs+] (cesium fluoride). Reagents/catalysts: CC(C)([P](C(C)(C)C)([Pd][P](C(C)(C)C)(C(C)(C)C)C(C)(C)C)C(C)(C)C)C (bis(tri-tert-butylphosphine)palladium(0)). Run in C1CCOC1 (THF). Conditions: time 90 minute. Yields the product CC1=C(C=CC(N1CC(F)(F)F)=O)C1=C(C(=CC(=C1)F)F)F (6-Methyl-1-(2,2,2-trifluoroethyl)-5-(2,3,5-trifluorophenyl)pyridin-2(1H)-one). As a reaction SMILES: Br[C:2]1[CH:3]=[CH:4][C:5](=[O:14])[N:6]([CH2:9][C:10]([F:13])([F:12])[F:11])[C:7]=1[CH3:8].[F:15][C:16]1[C:21]([F:22])=[CH:20][C:19]([F:23])=[CH:18][C:17]=1B(O)O.[F-].[Cs+]>C1COCC1.CC(C)([P](C(C)(C)C)([Pd][P](C(C)(C)C)(C(C)(C)C)C(C)(C)C)C(C)(C)C)C>[CH3:8][C:7]1[N:6]([CH2:9][C:10]([F:13])([F:12])[F:11])[C:5](=[O:14])[CH:4]=[CH:3][C:2]=1[C:17]1[CH:18]=[C:19]([F:23])[CH:20]=[C:21]([F:22])[C:16]=1[F:15] |f:2.3,^1:36,42|. Procedure details: Argon was bubbled through a stirred solution of 5-bromo-6-methyl-1-(2,2,2-trifluoroethyl)pyridin-2(1H)-one (9.43 g, 34.9 mmol) in THF (280 mL) for 15 min. To this solution were added 2,3,5-trifluorophenylboronic acid (12.3 g, 69.8 mmol), then cesium fluoride (10.6 g, 69.8 mmol), and finally bis(tri-tert-butylphosphine)palladium(0) (892 mg, 1.75 mmol), and argon was bubbled through the mixture for 5 min after each addition. The reaction mixture was stirred at ambient temperature for 90 min and wa... The reactants are ClC=1C=C2C=C(NC2=CC1)S(=O)(=O)N1CCN(CC1)C(C1=C(C=CC=C1)C1=NC(=NC=C1)OC(C)(C)C)=O (1-(5-chloroindol-2-ylsulphonyl)-4-[(2-tert-butyloxypyrimidin-4-yl)benzoyl]piperazine), Cl (hydrogen chloride). Run in ClCCl (dichloromethane), CO (methanol), CO (methanol). Run at time 1 hour. Product: ClC=1C=C2C=C(NC2=CC1)S(=O)(=O)N1CCN(CC1)C(C1=C(C=CC=C1)C1=NC(=NC=C1)O)=O (1-(5-chloroindol-2-ylsulphonyl)-4-[(2-hydroxypyrimidin-4-yl)benzoyl]piperazine). Reaction SMILES: [Cl:1][C:2]1[CH:3]=[C:4]2[C:8](=[CH:9][CH:10]=1)[NH:7][C:6]([S:11]([N:14]1[CH2:19][CH2:18][N:17]([C:20](=[O:38])[C:21]3[CH:26]=[CH:25][CH:24]=[CH:23][C:22]=3[C:27]3[CH:32]=[CH:31][N:30]=[C:29]([O:33]C(C)(C)C)[N:28]=3)[CH2:16][CH2:15]1)(=[O:13])=[O:12])=[CH:5]2.Cl>ClCCl.CO>[Cl:1][C:2]1[CH:3]=[C:4]2[C:8](=[CH:9][CH:10]=1)[NH:7][C:6]([S:11]([N:14]1[CH2:15][CH2:16][N:17]([C:20](=[O:38])[C:21]3[CH:26]=[CH:25][CH:24]=[CH:23][C:22]=3[C:27]3[CH:32]=[CH:31][N:30]=[C:29]([OH:33])[N:28]=3)[CH2:18][CH2:19]1)(=[O:13])=[O:12])=[CH:5]2. Procedure details: To a solution of 1-(5-chloroindol-2-ylsulphonyl)-4-[(2-tert-butyloxypyrimidin-4-yl)benzoyl]piperazine (200 mg, 0.361 mmol) in dichloromethane and methanol (10 ml of a 4:1 mixture) was added a solution of hydrogen chloride in methanol (0.40 ml of ˜4.5 M, 1.8 mmol), and the reaction stirred at ambient temperature for 1 hr. The solvent was removed in vacuo and the residue crystallised from ethanol to give 1-(5-chloroindol-2-ylsulphonyl)-4-[(2-hydroxypyrimidin-4-yl)benzoyl]piperazine as a colourless... Starting materials: COC(=O)c1ccc(CCc2cc(-c3ccc(OC(F)(F)F)cc3)ccc2Br)cc1, C1CCOC1, CO, [Li+], [OH-], O. Product: O=C(O)c1ccc(CCc2cc(-c3ccc(OC(F)(F)F)cc3)ccc2Br)cc1. As a reaction SMILES: [Br:1][c:2]1[c:3]([CH2:19][CH2:20][c:21]2[cH:22][cH:23][c:24]([C:25](=[O:26])[O:27][CH3:28])[cH:29][cH:30]2)[cH:4][c:5](-[c:8]2[cH:9][cH:10][c:11]([O:14][C:15]([F:16])([F:17])[F:18])[cH:12][cH:13]2)[cH:6][cH:7]1.[CH2:33]1[O:34][CH2:35][CH2:36][CH2:37]1.[CH3:38][OH:39].[Li+:32].[OH-:31].[OH2:40]>>[Br:1][c:2]1[c:3]([CH2:19][CH2:20][c:21]2[cH:22][cH:23][c:24]([C:25](=[O:26])[OH:27])[cH:29][cH:30]2)[cH:4][c:5](-[c:8]2[cH:9][cH:10][c:11]([O:14][C:15]([F:16])([F:17])[F:18])[cH:12][cH:13]2)[cH:6][cH:7]1. Starting materials: Cl.NC=1C(=CSC1)C(=O)OC (Methyl 4-aminothiophene-3-carboxylate hydrochloride), N (ammonia). Solvent: O (water). Yields the product NC=1C(=CSC1)C(=O)OC (Methyl 4-aminothiophene-3-carboxylate). The yield is 63.7%. Reaction SMILES: Cl.[NH2:2][C:3]1[C:4]([C:8]([O:10][CH3:11])=[O:9])=[CH:5][S:6][CH:7]=1.N>O>[NH2:2][C:3]1[C:4]([C:8]([O:10][CH3:11])=[O:9])=[CH:5][S:6][CH:7]=1 |f:0.1|. Procedure details: Methyl 4-aminothiophene-3-carboxylate hydrochloride (290 mg) was dissolved in water (20 mL) and basified with ammonia solution. The solution was extracted with chloroform and the combined chloroform layer was washed with water, brine and dried over sodium sulfate. The solution was filtered and evaporated the solvent to give the product as pale yellow color oil (150 mg, 65%). 1H NMR (400 MHz, CDCl3): δ 7.92 (1H, d, J=3.6 Hz), 6.08 (1H, d, J=3.6 Hz), 4.79 (2H, br s), 3.85 (3H, s).